This data is from the Open Reaction Database (ORD), a public repository of structured organic reaction records. The task is: describe an organic reaction: reactants, conditions, products, and yield Reactants: C(C1=CC=CC=C1)N1CC(C=2C(C3=C(NC2C1)COCC3=O)C3=CC(=C(C=C3)F)Br)=O (8-benzyl-5-(3-bromo-4-fluorophenyl)-5,8,9,10-tetrahydro-1H-pyrano[3,4-b][1,7]naphthyridine-4,6(3H,7H)-dione), ClC(=O)OC=C (vinyl chloroformate). The solvent is C(Cl)Cl (methylene chloride). Product: BrC=1C=C(C=CC1F)C1C2=C(NC=3CN(CC(C13)=O)C(=O)OC=C)COCC2=O (vinyl 5-(3-bromo-4-fluorophenyl)-4,6-dioxo-4,5,6,7,9,10-hexahydro-1H-pyrano[3,4-b][1,7]naphthyridine-8(3H)-carboxylate). Isolated yield 40.7%. Reaction SMILES: C([N:8]1[CH2:17][C:16]2[NH:15][C:14]3[CH2:18][O:19][CH2:20][C:21](=[O:22])[C:13]=3[CH:12]([C:23]3[CH:28]=[CH:27][C:26]([F:29])=[C:25]([Br:30])[CH:24]=3)[C:11]=2[C:10](=[O:31])[CH2:9]1)C1C=CC=CC=1.Cl[C:33]([O:35][CH:36]=[CH2:37])=[O:34]>C(Cl)Cl>[Br:30][C:25]1[CH:24]=[C:23]([CH:12]2[C:11]3[C:10](=[O:31])[CH2:9][N:8]([C:33]([O:35][CH:36]=[CH2:37])=[O:34])[CH2:17][C:16]=3[NH:15][C:14]3[CH2:18][O:19][CH2:20][C:21](=[O:22])[C:13]2=3)[CH:28]=[CH:27][C:26]=1[F:29]. Procedure details: A solution of the product from Example 24A (0.29 g, 0.69 mmol) in methylene chloride (4 mL) was treated with vinyl chloroformate (0.10 mL, 1.2 mmol) and processed as in Example 2B. Purification by flash chromatography over silica gel (EtOAc) provided the title compound (0.13 g). The reactants are COC(=O)C(F)(F)Cl, [Cu]I, [F-], O=C1c2c(I)cc(F)cc2CN1Cc1ccc(OC(F)(F)F)cc1, [K+], CN(C)C=O. Yields the product O=C1c2c(cc(F)cc2C(F)(F)F)CN1Cc1ccc(OC(F)(F)F)cc1. Reaction SMILES: [CH3:27][O:28][C:29]([C:30]([F:31])([F:32])[Cl:34])=[O:33].[Cu:40][I:41].[F-:1].[F:3][c:4]1[cH:5][c:6]2[c:10]([c:11]([I:13])[cH:12]1)[C:9](=[O:14])[N:8]([CH2:15][c:16]1[cH:17][cH:18][c:19]([O:22][C:23]([F:24])([F:25])[F:26])[cH:20][cH:21]1)[CH2:7]2.[K+:2].[O:35]=[CH:36][N:37]([CH3:38])[CH3:39]>>[F:1][C:30]([c:11]1[c:10]2[c:6]([cH:5][c:4]([F:3])[cH:12]1)[CH2:7][N:8]([CH2:15][c:16]1[cH:17][cH:18][c:19]([O:22][C:23]([F:24])([F:25])[F:26])[cH:20][cH:21]1)[C:9]2=[O:14])([F:31])[F:32]. Starting materials: COC(=O)c1ccsc1COc1ccc(CCCCO)cc1, CCO, [K+], [OH-], O. Yields the product O=C(O)c1ccsc1COc1ccc(CCCCO)cc1. As a reaction SMILES: [CH3:1][O:2][C:3](=[O:4])[c:5]1[c:6]([CH2:10][O:11][c:12]2[cH:13][cH:14][c:15]([CH2:18][CH2:19][CH2:20][CH2:21][OH:22])[cH:16][cH:17]2)[s:7][cH:8][cH:9]1.[CH3:26][CH2:27][OH:28].[K+:24].[OH-:23].[OH2:25]>>[O:2]=[C:3]([OH:4])[c:5]1[c:6]([CH2:10][O:11][c:12]2[cH:13][cH:14][c:15]([CH2:18][CH2:19][CH2:20][CH2:21][OH:22])[cH:16][cH:17]2)[s:7][cH:8][cH:9]1. The reactants are C(#N)C=1C(=CC(=C(C1)C12N=C(SCC1C[C@@H](OC2)CO)NC(C2=CC=CC=C2)=O)F)F (N-[(6R)-8a-(5-Cyano-2,4-difluorophenyl)-6-(hydroxymethyl)-4,4a,5,6,8,8a-hexahydropyrano[3,4-d][1,3]thiazin-2-yl]benzamide), NC=1SC[C@H]2[C@@](N1)(CO[C@H](C2)COCC2=CC=CC=C2)C=2C(=CC(=C(C#N)C2)F)F (5-[(4aR,6R,8aS)-2-amino-6-[(benzyloxy)methyl]-4,4a,5,6-tetrahydropyrano[3,4-d][1,3]thiazin-8a(8H)-yl]-2,4-difluorobenzonitrile). The product is NC=1SC[C@H]2[C@@](N1)(CO[C@H](C2)CO)C=2C(=CC(=C(C#N)C2)F)F (5-[(4aR,6R,8aS)-2-amino-6-(hydroxymethyl)-4,4a,5,6-tetrahydropyrano[3,4-d][1,3]thiazin-8a(8H)-yl]-2,4-difluorobenzonitrile). RXN SMILES: [C:1]([C:3]1[C:4]([F:31])=[CH:5][C:6]([F:30])=[C:7]([C:9]23[CH2:18][O:17][C@@H:16]([CH2:19][OH:20])[CH2:15][CH:14]2[CH2:13][S:12][C:11]([NH:21]C(=O)C2C=CC=CC=2)=[N:10]3)[CH:8]=1)#[N:2].NC1SC[C@@H]2C[C@H](COCC3C=CC=CC=3)OC[C@]2(C2C(F)=CC(F)=C(C=2)C#N)N=1>>[NH2:21][C:11]1[S:12][CH2:13][C@@H:14]2[CH2:15][C@H:16]([CH2:19][OH:20])[O:17][CH2:18][C@:9]2([C:7]2[C:6]([F:30])=[CH:5][C:4]([F:31])=[C:3]([CH:8]=2)[C:1]#[N:2])[N:10]=1. Procedure: N-[(6R)-8a-(5-Cyano-2,4-difluorophenyl)-6-(hydroxymethyl)-4,4a,5,6,8,8a-hexahydropyrano[3,4-d][1,3]thiazin-2-yl]benzamide (C11) was converted to the product using the method described for the synthesis of 5-[(4aR,6R,8aS)-2-amino-6-[(benzyloxy)methyl]-4,4a,5,6-tetrahydropyrano[3,4-d][1,3]thiazin-8a(8H)-yl]-2,4-difluorobenzonitrile (2) in Example 2. Yield: 14.2 mg, 0.042 mmol, 62%. LCMS m/z 340.1 [M+H+]. 1H NMR (400 MHz, CD3OD), δ 7.64 (t, J=7.9 Hz, 1H), 7.30 (dd, J=12.1, 9.2 Hz, 1H), 4.02 (dd, J=... Starting materials: Cl, [N-]=[N+]=[N-], [Na+], [Na+], O=C1CCC(NC(=O)C2CCCN(c3ccccc3)C2)CC1, [OH-], O. The product is O=C1CCC(NC(=O)C2CCCN(c3ccccc3)C2)CCN1. RXN SMILES: [ClH:30].[N-:24]=[N+:25]=[N-:26].[Na+:23].[Na+:29].[O:1]=[C:2]1[CH2:3][CH2:4][CH:5]([NH:8][C:9](=[O:10])[CH:11]2[CH2:12][N:13]([c:17]3[cH:18][cH:19][cH:20][cH:21][cH:22]3)[CH2:14][CH2:15][CH2:16]2)[CH2:6][CH2:7]1.[OH-:28].[OH2:27]>>[O:1]=[C:2]1[CH2:3][CH2:4][CH:5]([NH:8][C:9](=[O:10])[CH:11]2[CH2:12][N:13]([c:17]3[cH:18][cH:19][cH:20][cH:21][cH:22]3)[CH2:14][CH2:15][CH2:16]2)[CH2:6][CH2:7][NH:24]1. Starting materials: O=C([O-])[O-], OC1CNCCC12CC2, CS(=O)(=O)[O-], CCOC(C)=O, CO, CCN(C(C)C)C(C)C, CC1C(=O)N(CCC2CO2)CCN1c1ccc(Cl)c(Cl)c1, Cl, [Cs+], [Cs+], [H-], [Na+]. Yields the product CC1C(=O)N(CCC(O)CN2CCC3(CC3)C(O)C2)CCN1c1ccc(Cl)c(Cl)c1. RXN SMILES: [C:29](=[O:30])([O-:31])[O-:32].[CH2:36]1[CH2:37][C:38]12[CH:39]([OH:44])[CH2:40][NH:41][CH2:42][CH2:43]2.[CH3:3][S:4](=[O:5])(=[O:6])[O-:7].[CH3:54][CH2:55][O:56][C:57]([CH3:58])=[O:59].[CH3:60][OH:61].[CH:45]([N:46]([CH2:47][CH3:48])[CH:49]([CH3:50])[CH3:51])([CH3:52])[CH3:53].[Cl:8][c:9]1[cH:10][c:11]([N:16]2[CH:17]([CH3:28])[C:18](=[O:27])[N:19]([CH2:22][CH2:23][CH:24]3[O:25][CH2:26]3)[CH2:20][CH2:21]2)[cH:12][cH:13][c:14]1[Cl:15].[ClH:35].[Cs+:33].[Cs+:34].[H-:2].[Na+:1]>>[Cl:8][c:9]1[cH:10][c:11]([N:16]2[CH:17]([CH3:28])[C:18](=[O:27])[N:19]([CH2:22][CH2:23][CH:24]([OH:25])[CH2:26][N:41]3[CH2:40][CH:39]([OH:44])[C:38]4([CH2:36][CH2:37]4)[CH2:43][CH2:42]3)[CH2:20][CH2:21]2)[cH:12][cH:13][c:14]1[Cl:15].